Dataset: the Open Reaction Database (ORD), a public repository of structured organic reaction records. Task: describe an organic reaction: reactants, conditions, products, and yield Run in C1(=CC=CC=C1)C (toluene). Yields the product CN(CCN1C(SC(C1=O)CCCCCCCCC)C=1C=NC=CC1)C (3-(2-dimethylam-inoethyl)-5-(n-nonyl)-2-(3-pyridyl)thiazolidin-4-one). The yield is 91.4%. Reported procedure: 2-Mercaptoundecanoic acid (5.0 g, 22.9 mmol), pyridine-3-aldehyde (2.16 ml, 22.9 mmol), and N-dimethylaminoethylamine (2.51 ml, 22.9 mmol) were dissolved in toluene (100 ml), and subjected to azeotropic dehydration for 2 hours. The solvent was removed from the product mixture by evaporation under reduced pressure. The residue was purified by column chromatography, giving 3-(2-dimethylam-inoethyl)-5-(n-nonyl)-2-(3-pyridyl)thiazolidin-4-one (7.9 g, 91% yield). Reactants: SC(C(=O)O)CCCCCCCCC (2-Mercaptoundecanoic acid), N1=CC(=CC=C1)C=O (pyridine-3-aldehyde), CN(C)CCN (N-dimethylaminoethylamine). As a reaction SMILES: [SH:1][CH:2]([CH2:6][CH2:7][CH2:8][CH2:9][CH2:10][CH2:11][CH2:12][CH2:13][CH3:14])[C:3]([OH:5])=O.[N:15]1[CH:20]=[CH:19][CH:18]=[C:17]([CH:21]=O)[CH:16]=1.[CH3:23][N:24]([CH2:26][CH2:27][NH2:28])[CH3:25]>C1(C)C=CC=CC=1>[CH3:23][N:24]([CH3:25])[CH2:26][CH2:27][N:28]1[C:3](=[O:5])[CH:2]([CH2:6][CH2:7][CH2:8][CH2:9][CH2:10][CH2:11][CH2:12][CH2:13][CH3:14])[S:1][CH:21]1[C:17]1[CH:16]=[N:15][CH:20]=[CH:19][CH:18]=1. Conditions: time 2 hour. As a reaction SMILES: [B:44]([O-:45])([O-:60])[O:61][c:46]1[cH:47][cH:48][c:49]([O:52][CH2:53][CH2:54][O:55][CH2:56][CH2:57][CH2:58][CH3:59])[cH:50][cH:51]1.[Br:1][c:2]1[cH:3][cH:4][c:5]2[c:6]([cH:32]1)[CH:7]=[C:8]([C:14](=[O:15])[NH:16][c:17]1[cH:18][cH:19][c:20]([CH2:23][N:24]([CH:25]3[CH2:26][CH2:27][O:28][CH2:29][CH2:30]3)[CH3:31])[cH:21][cH:22]1)[CH2:9][CH2:10][S:11]2(=[O:12])=[O:13].[C:62](=[O:63])([O-:64])[O-:65].[CH2:34]([OH:35])[CH3:36].[K+:66].[K+:67].[OH2:33].[OH2:68].[c:37]1([CH3:38])[cH:39][cH:40][cH:41][cH:42][cH:43]1>>[c:2]1(-[c:46]2[cH:47][cH:48][c:49]([O:52][CH2:53][CH2:54][O:55][CH2:56][CH2:57][CH2:58][CH3:59])[cH:50][cH:51]2)[cH:3][cH:4][c:5]2[c:6]([cH:32]1)[CH:7]=[C:8]([C:14](=[O:15])[NH:16][c:17]1[cH:18][cH:19][c:20]([CH2:23][N:24]([CH:25]3[CH2:26][CH2:27][O:28][CH2:29][CH2:30]3)[CH3:31])[cH:21][cH:22]1)[CH2:9][CH2:10][S:11]2(=[O:12])=[O:13]. Starting materials: CCCCOCCOc1ccc(OB([O-])[O-])cc1, CN(Cc1ccc(NC(=O)C2=Cc3cc(Br)ccc3S(=O)(=O)CC2)cc1)C1CCOCC1, O=C([O-])[O-], CCO, [K+], [K+], O, O, Cc1ccccc1. Yields the product CCCCOCCOc1ccc(-c2ccc3c(c2)C=C(C(=O)Nc2ccc(CN(C)C4CCOCC4)cc2)CCS3(=O)=O)cc1. Reactants: O=C(O)Cc1ccc2c(c1)C(=O)c1ccccc1CO2, C#CC(C)(C)N. Reagents/catalysts: C1CCN(C1)[P+](N2CCCC2)(N3CCCC3)Br.F[P-](F)(F)(F)(F)F (PyBrOP), CCN(C(C)C)C(C)C (DIPEA). Run in CN(C)C=O (DMF), CN(C)C=O (DMF), CN(C)C=O (DMF), CN(C)C=O (DMF), CN(C)C=O (DMF), CN(C)C=O (DMF). Conditions: temperature 25 celsius, time 2 hour. Product: C#CC(C)(C)NC(=O)Cc1ccc2c(c1)C(=O)c1ccccc1CO2. Isolated yield 0.0%. RXN SMILES: C#CC(C)(C)N.O=C(O)Cc1ccc2c(c1)C(=O)c1ccccc1CO2.C1CCN(C1)[P+](N2CCCC2)(N3CCCC3)Br.F[P-](F)(F)(F)(F)F.CCN(C(C)C)C(C)C.CN(C)C=O>>C#CC(C)(C)NC(=O)Cc1ccc2c(c1)C(=O)c1ccccc1CO2. The reactants are ON1N=CC=C1 (1-Hydroxypyrazole), FC1=C(CBr)C(=CC=C1)F (2,6-difluorobenzyl bromide). The solvent is C(Cl)(Cl)Cl (CHCl3). Run at temperature 80 celsius. Yields the product FC1=C(CN2N(C=CC2)O)C(=CC=C1)F (2-(2,6-difluorobenzyl)-1-hydroxy-1H-pyrazole). Yield: 68.9%. Reaction SMILES: [OH:1][N:2]1[CH:6]=[CH:5][CH:4]=[N:3]1.[F:7][C:8]1[CH:15]=[CH:14][CH:13]=[C:12]([F:16])[C:9]=1[CH2:10]Br>C(Cl)(Cl)Cl>[F:7][C:8]1[CH:15]=[CH:14][CH:13]=[C:12]([F:16])[C:9]=1[CH2:10][N:3]1[CH2:4][CH:5]=[CH:6][N:2]1[OH:1]. Reported procedure: 1-Hydroxypyrazole (49.3 mg, 0.59 mmol, 1.0 eq) was mixed with 165.8 mg (0.80 mmol, 1.36 eq) of 2,6-difluorobenzyl bromide in ˜1-2 mL of anhydrous CHCl3 under argon. The mixture was heated at 80° C. for 18 h under inert atmosphere in a sealed flask without condenser. The residue was partitioned between 37 weight percent aqueous HCl and toluene. The aqueous layer was collected and the toluene fraction extracted again with 37 weight percent aqueous HCl. The combined aqueous HCl fractions were neutr...